From a dataset of the Open Reaction Database (ORD), a public repository of structured organic reaction records. describe an organic reaction: reactants, conditions, products, and yield Starting materials: C(C)(C)(C)OC(NC1=C(C=C(C(=C1)OCC(F)(F)F)C(F)(F)F)N)=O ([2-amino-5-(2,2,2-trifluoro-ethoxy)-4-trifluoromethyl-phenyl]-carbamic acid tert-butyl ester), C(C)(C)(C)OC(CC(=O)C1=CC(=CC=C1)C=1C(=NC=CC1)CC)=O (3-[3-(2-ethyl-pyridin-3-yl)-phenyl]-3-oxo-propionic acid tert-butyl ester). Product: C(C)(C)(C)OC(NC1=C(C=C(C(=C1)OCC(F)(F)F)C(F)(F)F)NC(CC(=O)C1=CC(=CC=C1)C=1C(=NC=CC1)CC)=O)=O ([2-{3-[3-(2-Ethyl-pyridin-3-yl)-phenyl]-3-oxo-propionylamino}-5-(2,2,2-trifluoro-ethoxy)-4-trifluoromethyl-phenyl]-carbamic acid tert-butyl ester). As a reaction SMILES: [C:1]([O:5][C:6](=[O:25])[NH:7][C:8]1[CH:13]=[C:12]([O:14][CH2:15][C:16]([F:19])([F:18])[F:17])[C:11]([C:20]([F:23])([F:22])[F:21])=[CH:10][C:9]=1[NH2:24])([CH3:4])([CH3:3])[CH3:2].C([O:30][C:31](=O)[CH2:32][C:33]([C:35]1[CH:40]=[CH:39][CH:38]=[C:37]([C:41]2[C:42]([CH2:47][CH3:48])=[N:43][CH:44]=[CH:45][CH:46]=2)[CH:36]=1)=[O:34])(C)(C)C>>[C:1]([O:5][C:6](=[O:25])[NH:7][C:8]1[CH:13]=[C:12]([O:14][CH2:15][C:16]([F:18])([F:17])[F:19])[C:11]([C:20]([F:22])([F:23])[F:21])=[CH:10][C:9]=1[NH:24][C:31](=[O:30])[CH2:32][C:33]([C:35]1[CH:40]=[CH:39][CH:38]=[C:37]([C:41]2[C:42]([CH2:47][CH3:48])=[N:43][CH:44]=[CH:45][CH:46]=2)[CH:36]=1)=[O:34])([CH3:4])([CH3:2])[CH3:3]. Procedure: The title compound was prepared from [2-amino-5-(2,2,2-trifluoro-ethoxy)-4-trifluoromethyl-phenyl]-carbamic acid tert-butyl ester (Example J6) (281 mg, 0.75 mmol) and 3-[3-(2-ethyl-pyridin-3-yl)-phenyl]-3-oxo-propionic acid tert-butyl ester (Example K31) (244 mg, 0.75 mmol) according to the general procedure M. Obtained as an amorphous yellow substance (373 mg, 80%).